Dataset: the Open Reaction Database (ORD), a public repository of structured organic reaction records. Task: describe an organic reaction: reactants, conditions, products, and yield The reactants are CS(=O)C (dimethylsulfoxide), FC1=C(C#N)C=CC(=C1)OCCCC1CCNCC1 (2-fluoro-4-[3-(4-piperidinyl)propoxy]benzonitrile), ClCCCOC1=CC(=C(C#N)C=C1)F (4-(3-chloropropoxy)-2-fluorobenzonitrile), C(C)N(C(C)C)C(C)C (N-ethyldiisopropylamine). Run in O (water). Reaction conditions: temperature 85 celsius, time 15 minute. The product is C(#N)C1=C(C=C(OCCCN2CCC(CC2)CCCOC2=CC(=C(C#N)C=C2)F)C=C1)F (4-(3-{1-[3-(4-cyano-3-fluorophenoxy)propyl]-4-piperidinyl}propoxy)-2-fluorobenzonitrile). The yield is 57.9%. RXN SMILES: CS(C)=O.[F:5][C:6]1[CH:13]=[C:12]([O:14][CH2:15][CH2:16][CH2:17][CH:18]2[CH2:23][CH2:22][NH:21][CH2:20][CH2:19]2)[CH:11]=[CH:10][C:7]=1[C:8]#[N:9].Cl[CH2:25][CH2:26][CH2:27][O:28][C:29]1[CH:36]=[CH:35][C:32]([C:33]#[N:34])=[C:31]([F:37])[CH:30]=1.C(N(C(C)C)C(C)C)C>O>[C:33]([C:32]1[CH:35]=[CH:36][C:29]([O:28][CH2:27][CH2:26][CH2:25][N:21]2[CH2:22][CH2:23][CH:18]([CH2:17][CH2:16][CH2:15][O:14][C:12]3[CH:11]=[CH:10][C:7]([C:8]#[N:9])=[C:6]([F:5])[CH:13]=3)[CH2:19][CH2:20]2)=[CH:30][C:31]=1[F:37])#[N:34]. Procedure details: To a dimethylsulfoxide (4.0 mL) solution of 0.26 g of 2-fluoro-4-[3-(4-piperidinyl)propoxy]benzonitrile and 0.21 g of 4-(3-chloropropoxy)-2-fluorobenzonitrile was added 0.88 mL of N-ethyldiisopropylamine, which was then stirred at 80 to 90° C. for 8 hours and 15 minutes. The reaction mixture was cooled down to room temperature, to which water was then added, followed by extraction with ethyl acetate. The extract was washed twice with water and dried with anhydrous magnesium sulfate, followed by ... Reactants: C(C)(=O)OC1=CC=C(C=C1)N(CC1=CC=C(C=C1)OCC1=CC=CC=C1)C(C)=O (4-[N-acetyl-N-(4-benzyloxybenzyl)amino]phenyl acetate). The solvent is C(C)O (ethanol). Yields the product C(C)(=O)OC1=CC=C(C=C1)N(CC1=CC=C(C=C1)O)C(C)=O (4-[N-acetyl-N-(4-hydroxybenzyl)amino]phenyl acetate). Yield: 87.8%. Reaction SMILES: [C:1]([O:4][C:5]1[CH:10]=[CH:9][C:8]([N:11]([C:27](=[O:29])[CH3:28])[CH2:12][C:13]2[CH:18]=[CH:17][C:16]([O:19]CC3C=CC=CC=3)=[CH:15][CH:14]=2)=[CH:7][CH:6]=1)(=[O:3])[CH3:2]>C(O)C>[C:1]([O:4][C:5]1[CH:6]=[CH:7][C:8]([N:11]([C:27](=[O:29])[CH3:28])[CH2:12][C:13]2[CH:14]=[CH:15][C:16]([OH:19])=[CH:17][CH:18]=2)=[CH:9][CH:10]=1)(=[O:3])[CH3:2]. Reported procedure: The procedure of Preparation Example 9 was repeated, except that 400 mg of 4-[N-acetyl-N-(4-benzyloxybenzyl)amino]phenyl acetate was used in place of 4-[N-(4-benzyloxybenzyl)-N-methylsulfonylamino]phenyl methanesulfonate, and 6 ml of ethanol was used in place of dioxane. Thus, there was obtained 270 mg of 4-[N-acetyl-N-(4-hydroxybenzyl)amino]phenyl acetate. Starting materials: NCCO (2-aminoethanol), CC(CCC(C)=O)=O (2,5-hexanedione). Solvent: C1(=CC=CC=C1)C (toluene). Yields the product OCCN1C(=CC=C1C)C (1-(2-hydroxyethyl)-2,5-dimethylpyrrole). Yield: 87.1%. As a reaction SMILES: [NH2:1][CH2:2][CH2:3][OH:4].[CH3:5][C:6](=O)[CH2:7][CH2:8][C:9](=O)[CH3:10]>C1(C)C=CC=CC=1>[OH:4][CH2:3][CH2:2][N:1]1[C:9]([CH3:10])=[CH:8][CH:7]=[C:6]1[CH3:5]. Reported procedure: A mixture of 20 g (0.33 mol) of 2-aminoethanol and 38 g (0.33 mol) of 2,5-hexanedione was stirred until the vigorous reaction subsided. 100 ml of toluene was added and the solution was refluxed to 15 hours in a Dean-Stark apparatus. The solvent was removed in vacuo and the resulting oil was kugelrohr distilled at 110° C./1.5 mm to yield 40 g (87%) of a white solid. NMR (CDCl3) δ 2.1 (1H, s), 2.2 (6H, s), 3.7 (4H, m), 5.6 (2H, s) Reactants: CI, O=C1Nc2cnc(Cl)nc2N(C2CCC(F)(F)C2)CC12CC2, [H-], [Na+]. Product: CN1C(=O)C2(CC2)CN(C2CCC(F)(F)C2)c2nc(Cl)ncc21. RXN SMILES: [CH3:25][I:26].[Cl:3][c:4]1[n:5][cH:6][c:7]2[c:8]([n:24]1)[N:9]([CH:17]1[CH2:18][C:19]([F:22])([F:23])[CH2:20][CH2:21]1)[CH2:10][C:11]1([CH2:12][CH2:13]1)[C:14](=[O:16])[NH:15]2.[H-:1].[Na+:2]>>[Cl:3][c:4]1[n:5][cH:6][c:7]2[c:8]([n:24]1)[N:9]([CH:17]1[CH2:18][C:19]([F:22])([F:23])[CH2:20][CH2:21]1)[CH2:10][C:11]1([CH2:12][CH2:13]1)[C:14](=[O:16])[N:15]2[CH3:25]. Starting materials: CCOC(C)=O, O=C(O)C(=O)N1CCC(Cc2ccc(F)cc2)CC1, Nc1ccc2[nH]ccc2c1. Product: O=C(Nc1ccc2[nH]ccc2c1)C(=O)N1CCC(Cc2ccc(F)cc2)CC1. Reaction SMILES: [CH3:30][CH2:31][O:32][C:33](=[O:34])[CH3:35].[F:1][c:2]1[cH:3][cH:4][c:5]([CH2:6][CH:7]2[CH2:8][CH2:9][N:10]([C:13]([C:14](=[O:15])[OH:16])=[O:17])[CH2:11][CH2:12]2)[cH:18][cH:19]1.[NH2:20][c:21]1[cH:22][c:23]2[cH:24][cH:25][nH:26][c:27]2[cH:28][cH:29]1>>[F:1][c:2]1[cH:3][cH:4][c:5]([CH2:6][CH:7]2[CH2:8][CH2:9][N:10]([C:13]([C:14](=[O:16])[NH:20][c:21]3[cH:22][c:23]4[cH:24][cH:25][nH:26][c:27]4[cH:28][cH:29]3)=[O:17])[CH2:11][CH2:12]2)[cH:18][cH:19]1.